From a dataset of the Open Reaction Database (ORD), a public repository of structured organic reaction records. describe an organic reaction: reactants, conditions, products, and yield Starting materials: CCCCCCCCCCI, [K+], [K+], O=C([O-])[O-], CN(C)C=O, O, O=Cc1ccc(O)cc1. The product is CCCCCCCCCCOc1ccc(C=O)cc1. RXN SMILES: [I:16][CH2:17][CH2:18][CH2:19][CH2:20][CH2:21][CH2:22][CH2:23][CH2:24][CH2:25][CH3:26].[K+:10].[K+:11].[O-:12][C:13]([O-:14])=[O:15].[O:28]=[CH:29][N:30]([CH3:31])[CH3:32].[OH2:27].[OH:1][c:2]1[cH:3][cH:4][c:5]([CH:6]=[O:7])[cH:8][cH:9]1>>[O:1]([c:2]1[cH:3][cH:4][c:5]([CH:6]=[O:7])[cH:8][cH:9]1)[CH2:17][CH2:18][CH2:19][CH2:20][CH2:21][CH2:22][CH2:23][CH2:24][CH2:25][CH3:26].